From a dataset of the Open Reaction Database (ORD), a public repository of structured organic reaction records. describe an organic reaction: reactants, conditions, products, and yield Reactants: solution, CN (methylamine), ClC=1C=C(C(=O)N(CCC(=O)O)C(C)C)C=C(C1)OC (3-[(3-chloro-5-methoxy-benzoyl)-isopropyl-amino]-propionic acid), CN(C)C(=[N+](C)C)ON1C2=C(C=CC=C2)N=N1.[B-](F)(F)(F)F (TBTU), CCN(C(C)C)C(C)C (DIPEA). Solvent: C1CCOC1 (THF), CN(C)C=O (DMF). Conditions: time 4 hour. Product: ClC=1C=C(C(=O)N(CCC(NC)=O)C(C)C)C=C(C1)OC (3-Chloro-N-isopropyl-5-methoxy-N-(2-methylcarbamoyl-ethyl)-benzamide). Yield: 91.8%. RXN SMILES: [Cl:1][C:2]1[CH:3]=[C:4]([CH:16]=[C:17]([O:19][CH3:20])[CH:18]=1)[C:5]([N:7]([CH:13]([CH3:15])[CH3:14])[CH2:8][CH2:9][C:10](O)=[O:11])=[O:6].[CH3:21][N:22](C(ON1N=NC2C=CC=CC1=2)=[N+](C)C)C.[B-](F)(F)(F)F.CCN(C(C)C)C(C)C.CN>CN(C=O)C.C1COCC1>[Cl:1][C:2]1[CH:3]=[C:4]([CH:16]=[C:17]([O:19][CH3:20])[CH:18]=1)[C:5]([N:7]([CH:13]([CH3:15])[CH3:14])[CH2:8][CH2:9][C:10](=[O:11])[NH:22][CH3:21])=[O:6] |f:1.2|. Reported procedure: To a stirred solution of 3-[(3-chloro-5-methoxy-benzoyl)-isopropyl-amino]-propionic acid (0.600 g), TBTU (1.28 g) in DMF (10 ml) was added DIPEA (0.696 ml) followed a 2M solution of methylamine in THF (8.0 ml) after 10 min. The reaction mixture was stirred at room temperature for 4 h and then concentrated under reduced pressure. The residue was partitioned between ethyl acetate and water. The organic phase was washed with further water and 1M aqueous hydrochloric acid, saturated aqueous sodium b... Starting materials: solution, [F-].C(CCC)[N+](CCCC)(CCCC)CCCC (tetrabutylammonium fluoride), COC1=C(C=C(C=C1)CC1=CC=C(C=C1)C#C[Si](C(C)C)(C(C)C)C(C)C)[C@]1(O)[C@H](OC(C)=O)[C@@H](OC(C)=O)[C@H](OC(C)=O)[C@H](O1)COC(C)=O (1-methoxy-2-(2,3,4,6-tetra-O-acetyl-β-D-glucopyranos-1-yl)-4-(4-triisopropylsilylethynyl-benzyl)-benzene), [OH-].[K+] (potassium hydroxide), Cl (hydrochloric acid). The solvent is CO (methanol), O1CCCC1 (tetrahydrofuran), O1CCCC1 (tetrahydrofuran). Run at time 30 minute. Product: COC1=C(C=C(C=C1)CC1=CC=C(C=C1)C#C)[C@]1(O)[C@H](O)[C@@H](O)[C@H](O)[C@H](O1)CO (1-Methoxy-2-(β-D-glucopyranos-1-yl)-4-(4-ethynyl-benzyl)-benzene). RXN SMILES: [F-].C([N+](CCCC)(CCCC)CCCC)CCC.[CH3:19][O:20][C:21]1[CH:26]=[CH:25][C:24]([CH2:27][C:28]2[CH:33]=[CH:32][C:31]([C:34]#[C:35][Si](C(C)C)(C(C)C)C(C)C)=[CH:30][CH:29]=2)=[CH:23][C:22]=1[C@:46]1([O:64][C@H:63]([CH2:65][O:66]C(=O)C)[C@@H:58]([O:59]C(=O)C)[C@H:53]([O:54]C(=O)C)[C@H:48]1[O:49]C(=O)C)[OH:47].[OH-].[K+].Cl>O1CCCC1.CO>[CH3:19][O:20][C:21]1[CH:26]=[CH:25][C:24]([CH2:27][C:28]2[CH:29]=[CH:30][C:31]([C:34]#[CH:35])=[CH:32][CH:33]=2)=[CH:23][C:22]=1[C@:46]1([O:64][C@H:63]([CH2:65][OH:66])[C@@H:58]([OH:59])[C@H:53]([OH:54])[C@H:48]1[OH:49])[OH:47] |f:0.1,3.4|. Reported procedure: 0.78 mL of a 1 M solution of tetrabutylammonium fluoride in tetrahydrofuran are added to a solution of 0.55 g 1-methoxy-2-(2,3,4,6-tetra-O-acetyl-β-D-glucopyranos-1-yl)-4-(4-triisopropylsilylethynyl-benzyl)-benzene in 2 mL tetrahydrofuran. The solution is stirred for 30 min at ambient temperature and then diluted with 4 mL methanol. 0.85 mL of 4 M potassium hydroxide solution are added and the resulting solution is stirred for an additional 30 min at ambient temperature. The reaction solution is... The reactants are IC=1C=CC=2N(C1)C(=C(N2)C(=O)OCC)C (ethyl 6-iodo-3-methylimidazo[1,2-a]pyridine-2-carboxylate), [H-].C(C(C)C)[Al+]CC(C)C (diisobutylaluminum hydride), resultant mixture. Run in C(Cl)Cl (DCM). Yields the product IC=1C=CC=2N(C1)C(=C(N2)C=O)C (6-Iodo-3-methylimidazo[1,2-a]pyridine-2-carbaldehyde). Yield: 69.2%. As a reaction SMILES: [I:1][C:2]1[CH:3]=[CH:4][C:5]2[N:6]([C:8]([CH3:16])=[C:9]([C:11](OCC)=[O:12])[N:10]=2)[CH:7]=1.[H-].C([Al+]CC(C)C)C(C)C>C(Cl)Cl>[I:1][C:2]1[CH:3]=[CH:4][C:5]2[N:6]([C:8]([CH3:16])=[C:9]([CH:11]=[O:12])[N:10]=2)[CH:7]=1 |f:1.2|. Procedure: To a stirred solution of ethyl 6-iodo-3-methylimidazo[1,2-a]pyridine-2-carboxylate (1.0 g) in DCM (20 ml) was added a solution of diisobutylaluminum hydride (1.0 M toluene solution, 3.7 ml) at −78° C. The resultant mixture was stirred at the same temperature for 2 h. The reaction mixture was then quenched with a mixture of MeOH (2 ml) and water (2 ml) at −78° C. This reaction mixture was then acidified with a few drops of 5 M HCl, and washed with saturated NaHCO3 solution (20 ml). The mixture wa...